From a dataset of the Open Reaction Database (ORD), a public repository of structured organic reaction records. describe an organic reaction: reactants, conditions, products, and yield Reactants: CBr (Methyl bromide), ammonium salt, C1(CCCCC1)P(=S)(S)C1CCCCC1 (dicyclohexylphosphinodithioic acid). Yields the product C1(CCCCC1)P(=S)(SC)C1CCCCC1 (methyl dicyclohexylphosphinodithioate). RXN SMILES: [CH3:1]Br.[CH:3]1([P:9]([CH:12]2[CH2:17][CH2:16][CH2:15][CH2:14][CH2:13]2)([SH:11])=[S:10])[CH2:8][CH2:7][CH2:6][CH2:5][CH2:4]1>>[CH:3]1([P:9]([CH:12]2[CH2:17][CH2:16][CH2:15][CH2:14][CH2:13]2)([S:11][CH3:1])=[S:10])[CH2:4][CH2:5][CH2:6][CH2:7][CH2:8]1. Reported procedure: Methyl bromide was reacted with the ammonium salt of dicyclohexylphosphinodithioic acid to obtain methyl dicyclohexylphosphinodithioate, m.p. 75°-75.5° C, which on testing lasted 1500 hours* longer than the control. The average total number of hours required to each failure was 3.4 times that of the control.